This data is from the Open Reaction Database (ORD), a public repository of structured organic reaction records. The task is: describe an organic reaction: reactants, conditions, products, and yield Starting materials: CCO, O=[N+]([O-])c1cc(C(F)(F)F)c(F)cc1F, NCCCCO. The product is O=[N+]([O-])c1cc(C(F)(F)F)c(F)cc1NCCCCO. RXN SMILES: [CH3:22][CH2:23][OH:24].[F:7][c:8]1[c:9]([N+:19](=[O:20])[O-:21])[cH:10][c:11]([C:15]([F:16])([F:17])[F:18])[c:12]([F:14])[cH:13]1.[NH2:1][CH2:2][CH2:3][CH2:4][CH2:5][OH:6]>>[NH:1]([CH2:2][CH2:3][CH2:4][CH2:5][OH:6])[c:8]1[c:9]([N+:19](=[O:20])[O-:21])[cH:10][c:11]([C:15]([F:16])([F:17])[F:18])[c:12]([F:14])[cH:13]1. Procedure: Compound IIg was synthesized from 4-chloro-3,5-diphenyl-1H-pyrazolo[3,4-c]pyridazine and (1-methyl-1H-pyrazol-4-yl)methanol following the general procedure for the Mitsunobu reaction as described above. Yields the product ClC1=C2C(=NN=C1C1=CC=CC=C1)N(N=C2C2=CC=CC=C2)CC=2C=NN(C2)C (4-chloro-1-[(1-methylpyrazol-4-yl)methyl]-3,5-diphenyl-pyrazolo[3,4-c]pyridazine). Reaction SMILES: [Cl:1][C:2]1[C:7]([C:8]2[CH:13]=[CH:12][CH:11]=[CH:10][CH:9]=2)=[N:6][N:5]=[C:4]2[NH:14][N:15]=[C:16]([C:17]3[CH:22]=[CH:21][CH:20]=[CH:19][CH:18]=3)[C:3]=12.[CH3:23][N:24]1[CH:28]=[C:27]([CH2:29]O)[CH:26]=[N:25]1>>[Cl:1][C:2]1[C:7]([C:8]2[CH:9]=[CH:10][CH:11]=[CH:12][CH:13]=2)=[N:6][N:5]=[C:4]2[N:14]([CH2:29][C:27]3[CH:26]=[N:25][N:24]([CH3:23])[CH:28]=3)[N:15]=[C:16]([C:17]3[CH:18]=[CH:19][CH:20]=[CH:21][CH:22]=3)[C:3]=12. Reactants: ClC1=C2C(=NN=C1C1=CC=CC=C1)NN=C2C2=CC=CC=C2 (4-chloro-3,5-diphenyl-1H-pyrazolo[3,4-c]pyridazine), CN1N=CC(=C1)CO ((1-methyl-1H-pyrazol-4-yl)methanol). The reactants are CSc1nc(Cl)ncc1Br, CC#N, CCOC(=O)N=S(C)(=O)c1cccc(N)c1. The product is CCOC(=O)N=S(C)(=O)c1cccc(Nc2ncc(Br)c(SC)n2)c1. RXN SMILES: [Br:1][c:2]1[c:3]([S:9][CH3:10])[n:4][c:5]([Cl:8])[n:6][cH:7]1.[CH3:27][C:28]#[N:29].[NH2:11][c:12]1[cH:13][c:14]([S:18](=[O:19])(=[N:20][C:21](=[O:22])[O:23][CH2:24][CH3:25])[CH3:26])[cH:15][cH:16][cH:17]1>>[Br:1][c:2]1[c:3]([S:9][CH3:10])[n:4][c:5]([NH:11][c:12]2[cH:13][c:14]([S:18](=[O:19])(=[N:20][C:21](=[O:22])[O:23][CH2:24][CH3:25])[CH3:26])[cH:15][cH:16][cH:17]2)[n:6][cH:7]1. The reactants are Teflon, Teflon, CCCCCC (hexane), CC(C)(C#N)N=NC(C)(C)C#N (AIBN), C(C)(=O)O (acetic acid), C1CCOC1 (THF), C1CCOC1 (THF). Reaction conditions: time 15 minute. Yields the product C(#N)C(C(=O)OC)=C.C12C=CC(CC1)C2 (Methyl 2-Cyanoacrylate Norbornene). RXN SMILES: [CH3:1][C:2](N=N[C:8]([C:11]#N)([CH3:10])[CH3:9])([C:4]#[N:5])[CH3:3].[C:13](O)(=[O:15])C.[CH3:17][CH2:18][CH2:19]CCC.C1C[O:26]CC1>>[C:4]([C:2](=[CH2:3])[C:1]([O:15][CH3:13])=[O:26])#[N:5].[CH:8]12[CH2:9][CH:18]([CH2:19][CH2:10]1)[CH:17]=[CH:11]2 |f:4.5|. Reported procedure: To a 35 ml pressure tube equipped with a Teflon coated stir bar and a threaded Teflon cap with O-ring was added MCA (2.17 g, 19.5 mmol), NB (1.83 g, 19.5 mmol), THF (4 g), AIBN (120 mg) and acetic acid (200 mg). The reaction mixture was deaerated with nitrogen at a flow rate of 30 ml/min for 15 minutes. The reaction vessel was then immediately capped tight using the Teflon screw cap. The vessel was placed in an oil-bath, which was preheated to 72° C. The reaction was allowed to proceed for three... The reactants are solid, O1CCC=2C(=NC=CC21)N2CCN(CC2)CC[C@@H]2CC[C@H](CC2)NC(C\C=C\C)=O ((E)-Pent-3-enoic acid trans-(4-{2-[4-(2,3-dihydro-furo[3,2-c]pyridin-4-yl)-piperazin-1-yl]-ethyl}-cyclohexyl)-amide), O1CCC=2C(=NC=CC21)N2CCN(CC2)CC[C@@H]2CC[C@H](CC2)NC(C\C=C\C)=O ((E)-Pent-3-enoic acid trans-(4-{2-[4-(2,3-dihydro-furo[3,2-c]pyridin-4-yl)-piperazin-1-yl]-ethyl}-cyclohexyl)-amide), C(C)(=O)O (acetic acid). The product is CC1=CC2=C(C(=N1)N1CCN(CC1)CC[C@@H]1CC[C@H](CC1)NC(C)=O)CCO2 (trans-N-(4-{2-[4-(6-Methyl-2,3-dihydro-furo[3,2-c]pyridin-4-yl)-piperazin-1-yl]-ethyl}-cyclohexyl)-acetamide). RXN SMILES: [O:1]1[C:9]2[CH:8]=[CH:7][N:6]=[C:5]([N:10]3[CH2:15][CH2:14][N:13]([CH2:16][CH2:17][C@H:18]4[CH2:23][CH2:22][C@H:21]([NH:24][C:25](=[O:30])[CH2:26]/C=C/C)[CH2:20][CH2:19]4)[CH2:12][CH2:11]3)[C:4]=2[CH2:3][CH2:2]1.[C:31](O)(=O)C>>[CH3:31][C:7]1[N:6]=[C:5]([N:10]2[CH2:11][CH2:12][N:13]([CH2:16][CH2:17][C@H:18]3[CH2:19][CH2:20][C@H:21]([NH:24][C:25](=[O:30])[CH3:26])[CH2:22][CH2:23]3)[CH2:14][CH2:15]2)[C:4]2[CH2:3][CH2:2][O:1][C:9]=2[CH:8]=1. Procedure details: The title compound, white solid (96 mg, 83%), MS (ISP) m/z=387.4 [(M+H)+], mp 217.5° C., was prepared in accordance with the general method of example 32 from trans-4-{2-[4-(6-methyl-2,3-dihydro-furo[3,2-c]pyridin-4-yl)-piperazin-1-yl]-ethyl}-cyclohexylamine trihydrochloride (intermediate E) (136 mg, 0.3 mmol) and acetic acid. The product is CS(=O)(=O)c1ccc(C(=CC2CCCCC2)CO)cn1. As a reaction SMILES: [Br:1][c:2]1[cH:3][cH:4][c:5]([S:8](=[O:9])(=[O:10])[CH3:11])[n:6][cH:7]1.[C:12](=[O:13])([O-:14])[O-:15].[CH:18]1([CH:24]=[C:25]([CH2:26][OH:27])[B:28]2[O:29][C:30]([CH3:31])([CH3:32])[C:33]([CH3:34])([CH3:35])[O:36]2)[CH2:19][CH2:20][CH2:21][CH2:22][CH2:23]1.[Na+:16].[Na+:17].[O:38]=[CH:39][N:40]([CH3:41])[CH3:42].[OH2:37]>>[c:2]1([C:25](=[CH:24][CH:18]2[CH2:19][CH2:20][CH2:21][CH2:22][CH2:23]2)[CH2:26][OH:27])[cH:3][cH:4][c:5]([S:8](=[O:9])(=[O:10])[CH3:11])[n:6][cH:7]1. Reactants: CS(=O)(=O)c1ccc(Br)cn1, O=C([O-])[O-], CC1(C)OB(C(=CC2CCCCC2)CO)OC1(C)C, [Na+], [Na+], CN(C)C=O, O.